Dataset: the Open Reaction Database (ORD), a public repository of structured organic reaction records. Task: describe an organic reaction: reactants, conditions, products, and yield Starting materials: OC1=CC(=C(C=O)C=C1)OC (4-hydroxy-2-methoxybenzaldehyde), C=1C=CC2=C(C1)N=NN2O (HOBT), amine, CC(N=C=NC(C)C)C (DIC), C(C)OC(=O)C=1C=C(C=CC1OCC(=O)OCC)C[C@@H](C(=O)O)NC(=O)OCC1C2=CC=CC=C2C=2C=CC=CC12 ((2S)-3-[3-(Ethoxycarbonyl)-4-(2-ethoxy-2-oxoethoxy)phenyl]-2-{[(9H-fluoren-9-ylmethoxy)carbonyl]amino}propanoic acid), amine, [BH-](OC(=O)C)(OC(=O)C)OC(=O)C.[Na+] (NaBH(OAc)3), C(=O)(O)CNC(=O)N[C@@H](CC1=CC=C(OC(C(=O)O)C(=O)O)C=C1)C(NCCCCC)=O ((S)-[4-[2-[[[(Carboxymethyl)amino]carbonyl]amino]-3-oxo-3-(pentylamino)propyl]phenoxy]propanedioic Acid), N[C@@H](CC1=CC=C(C=C1)O)C(=O)O (tyrosine). Solvent: CN(C)C=O (DMF). Conditions: time 16 hour. The product is COC1=C(C=O)C=CC=C1 (methoxy benzaldehyde), dicarboxylic acid. As a reaction SMILES: O[C:2]1[CH:9]=[CH:8][C:5]([CH:6]=[O:7])=[C:4]([O:10][CH3:11])[CH:3]=1.C(CNC(N[C@H](C(=O)NCCCCC)CC1C=CC(OC(C(O)=O)C(O)=O)=CC=1)=O)(O)=O.[BH-](OC(C)=O)(OC(C)=O)OC(C)=O.[Na+].N[C@H](C(O)=O)CC1C=CC(O)=CC=1.C(OC(C1C=C(C[C@H](NC(OCC2C3C=CC=CC=3C3C2=CC=CC=3)=O)C(O)=O)C=CC=1OCC(OCC)=O)=O)C.CC(C)N=C=NC(C)C.C1C=CC2N(O)N=NC=2C=1>CN(C=O)C>[CH3:11][O:10][C:4]1[CH:3]=[CH:2][CH:9]=[CH:8][C:5]=1[CH:6]=[O:7] |f:2.3|. Procedure: The production of the library required seven steps using solid support. Three steps were carried out in a 96 well format. The AMEBA (acid sensitive methoxy benzaldehyde) linker was prepared by reacting Merrifield resin and 4-hydroxy-2-methoxybenzaldehyde with sodium methoxide (see Scheme 4). The AMEBA resin was then treated with the corresponding amine and NaBH(OAc)3 to give the corresponding reductive amination product. The tyrosine scaffold (5) was then coupled to the various amine resins usin... The reactants are BrCCCCCBr, O=C([O-])[O-], [Cs+], [Cs+], CN(C)C=O, O=c1cc(CO)occ1O. Yields the product O=c1cc(CO)occ1OCCCCCBr. Reaction SMILES: [Br:17][CH2:18][CH2:19][CH2:20][CH2:21][CH2:22][Br:23].[C:11](=[O:12])([O-:13])[O-:14].[Cs+:15].[Cs+:16].[O:24]=[CH:25][N:26]([CH3:27])[CH3:28].[OH:1][CH2:2][c:3]1[cH:4][c:5](=[O:6])[c:7]([OH:8])[cH:9][o:10]1>>[OH:1][CH2:2][c:3]1[cH:4][c:5](=[O:6])[c:7]([O:8][CH2:22][CH2:21][CH2:20][CH2:19][CH2:18][Br:17])[cH:9][o:10]1. Starting materials: COC(=O)C=1NN=C(C1)OCC=1C(=NOC1C)C1=NC=CC=C1 (5-(5-methyl-3-pyridin-2-yl-isoxazol-4-ylmethoxy)-2H-pyrazole-3-carboxylic acid methyl ester), COC(=O)C=1NN=C(C1)OCC=1C(=NOC1C)C1=CC=CC=C1 (5-(5-methyl-3-phenyl-isoxazol-4-ylmethoxy)-2H-pyrazole-3-carboxylic acid methyl ester), N[C@@H](C)CO (L-alaninol). Yields the product OC[C@H](C)NC(=O)C1=NNC(=C1)OCC=1C(=NOC1C)C1=NC=CC=C1 (5-(5-Methyl-3-pyridin-2-yl-isoxazol-4-ylmethoxy)-1H-pyrazole-3-carboxylic acid ((S)-2-hydroxy-1-methyl-ethyl)-amide). The yield is 50.0%. RXN SMILES: CO[C:3]([C:5]1[NH:6][N:7]=[C:8]([O:10][CH2:11][C:12]2[C:13]([C:18]3[CH:23]=[CH:22][CH:21]=[CH:20][N:19]=3)=[N:14][O:15][C:16]=2[CH3:17])[CH:9]=1)=[O:4].C[O:25][C:26]([C:28]1[NH:29]N=C(OCC2C(C3C=CC=CC=3)=NOC=2C)[CH:32]=1)=O.N[C@H](CO)C>>[OH:25][CH2:26][C@@H:28]([NH:29][C:3]([C:5]1[CH:9]=[C:8]([O:10][CH2:11][C:12]2[C:13]([C:18]3[CH:23]=[CH:22][CH:21]=[CH:20][N:19]=3)=[N:14][O:15][C:16]=2[CH3:17])[NH:7][N:6]=1)=[O:4])[CH3:32]. Procedure: As described for example 6, 5-(5-methyl-3-pyridin-2-yl-isoxazol-4-ylmethoxy)-2H-pyrazole-3-carboxylic acid methyl ester (70 mg, 0.22 mmol), instead of 5-(5-methyl-3-phenyl-isoxazol-4-ylmethoxy)-2H-pyrazole-3-carboxylic acid methyl ester, was converted, using L-alaninol instead of ethanolamine, to the title compound (40 mg, 50%) which was obtained as a colorless oil. MS: m/e=358.2 [M+H]+.